From a dataset of the Open Reaction Database (ORD), a public repository of structured organic reaction records. describe an organic reaction: reactants, conditions, products, and yield Starting materials: CCN=C=NCCCN(C)C.Cl (EDC-HCl), C(C)(C)(C)NC(=O)[C@H]1N(CSC1(C)C)C([C@H]([C@H](CC1=CC=C(C=C1)OC)N)O)=O ((R)-N-tert-Butyl-3-[(2S,3S)-3-amino-2-hydroxy-4-(4-methoxyphenyl)butanoyl]-5,5-dimethyl-1,3-thiazolidine-4-carboxamide), CC1=C(OCC(=O)O)C(=CC=C1)C (2,6-dimethylphenoxyacetic acid), C=1C=CC2=C(C1)N=NN2O (HOBt). Run in CN(C)C=O (DMF), C(C)(=O)OCC (ethyl acetate). Conditions: time 8 hour. The product is C(C)(C)(C)NC(=O)[C@H]1N(CSC1(C)C)C([C@H]([C@H](CC1=CC=C(C=C1)OC)NC(COC1=C(C=CC=C1C)C)=O)O)=O ((R)-N-tert-Butyl-3-[(2S,3S)-2-hydroxy-3-(2,6-dimethylphenoxyacetyl)amino-4-(4-methoxyphenyl)butanoyl]-5,5-dimethyl-1,3-thiazolidine-4-carboxamide). Isolated yield 74.1%. RXN SMILES: CCN=C=NCCCN(C)C.Cl.[C:13]([NH:17][C:18]([C@@H:20]1[C:24]([CH3:26])([CH3:25])[S:23][CH2:22][N:21]1[C:27](=[O:41])[C@@H:28]([OH:40])[C@@H:29]([NH2:39])[CH2:30][C:31]1[CH:36]=[CH:35][C:34]([O:37][CH3:38])=[CH:33][CH:32]=1)=[O:19])([CH3:16])([CH3:15])[CH3:14].[CH3:42][C:43]1[CH:53]=[CH:52][CH:51]=[C:50]([CH3:54])[C:44]=1[O:45][CH2:46][C:47](O)=[O:48].C1C=CC2N(O)N=NC=2C=1>CN(C=O)C.C(OCC)(=O)C>[C:13]([NH:17][C:18]([C@@H:20]1[C:24]([CH3:25])([CH3:26])[S:23][CH2:22][N:21]1[C:27](=[O:41])[C@@H:28]([OH:40])[C@@H:29]([NH:39][C:47](=[O:48])[CH2:46][O:45][C:44]1[C:43]([CH3:42])=[CH:53][CH:52]=[CH:51][C:50]=1[CH3:54])[CH2:30][C:31]1[CH:32]=[CH:33][C:34]([O:37][CH3:38])=[CH:35][CH:36]=1)=[O:19])([CH3:14])([CH3:15])[CH3:16] |f:0.1|. Reported procedure: EDC-HCl (63 mg) was added to a solution of the compound obtained in Step 2 of Example 17 (127 mg), 2,6-dimethylphenoxyacetic acid (54 mg), and HOBt (41 mg) in DMF, and the mixture was stirred overnight. The reaction mixture was diluted with ethyl acetate, washed with 5% Na2CO3 (×2), 1N HCl, and 5% NaCl, dried over MgSO4, filtered and concentrated. The residue was purified by silica gel column chromatography and recrystallized from a mixture of EtOAc and n-hexane to obtain the title compound (130... Reactants: CC(C)(C)OC(=O)NCc1ccc(C(=O)O)cc1F, CN(C)c1ccncc1, CCN(C(C)C)C(C)C, Cn1ncc2c1Nc1cc(Cl)ccc1NC2, ClCCl. Yields the product Cn1ncc2c1Nc1cc(Cl)ccc1N(C(=O)c1ccc(CNC(=O)OC(C)(C)C)c(F)c1)C2. Reaction SMILES: [C:1]([CH3:2])([CH3:3])([CH3:4])[O:5][C:6](=[O:7])[NH:8][CH2:9][c:10]1[c:11]([F:19])[cH:12][c:13]([C:14](=[O:15])[OH:16])[cH:17][cH:18]1.[CH3:48][N:49]([c:50]1[cH:51][cH:52][n:53][cH:54][cH:55]1)[CH3:56].[CH:20]([N:21]([CH2:22][CH3:23])[CH:24]([CH3:25])[CH3:26])([CH3:27])[CH3:28].[Cl:29][c:30]1[cH:31][cH:32][c:33]2[c:34]([cH:44]1)[NH:35][c:36]1[n:37]([CH3:43])[n:38][cH:39][c:40]1[CH2:41][NH:42]2.[Cl:45][CH2:46][Cl:47]>>[C:1]([CH3:2])([CH3:3])([CH3:4])[O:5][C:6](=[O:7])[NH:8][CH2:9][c:10]1[c:11]([F:19])[cH:12][c:13]([C:14](=[O:16])[N:42]2[c:33]3[cH:32][cH:31][c:30]([Cl:29])[cH:44][c:34]3[NH:35][c:36]3[n:37]([CH3:43])[n:38][cH:39][c:40]3[CH2:41]2)[cH:17][cH:18]1. Reactants: NC1=NC(=C(C(=N1)C(=C)OCC)C#N)SC (2-amino-4-(1-ethoxy-vinyl)-6-methylsulfanyl-pyrimidine-5-carbonitrile), N1=C(C=CC=C1)CC[S-].[Na+] (sodium 2-pyridin-2-yl-ethanethiolate). Run in O1CCOCC1 (dioxane). Run at temperature 100 celsius. Yields the product NC1=NC(=C(C(=N1)C(=C)OCC)C#N)SCCC1=NC=CC=C1 (2-amino-4-(1-ethoxy-vinyl)-6-(2-pyridin-2-yl-ethylsulfanyl)-pyrimidine-5-carbonitrile). Isolated yield 1.4%. As a reaction SMILES: [NH2:1][C:2]1[N:7]=[C:6]([C:8]([O:10][CH2:11][CH3:12])=[CH2:9])[C:5]([C:13]#[N:14])=[C:4]([S:15][CH3:16])[N:3]=1.[N:17]1[CH:22]=[CH:21][CH:20]=[CH:19][C:18]=1[CH2:23]C[S-].[Na+]>O1CCOCC1>[NH2:1][C:2]1[N:7]=[C:6]([C:8]([O:10][CH2:11][CH3:12])=[CH2:9])[C:5]([C:13]#[N:14])=[C:4]([S:15][CH2:16][CH2:23][C:18]2[CH:19]=[CH:20][CH:21]=[CH:22][N:17]=2)[N:3]=1 |f:1.2|. Procedure details: To a stirred suspension of 200 mg (0.85 mmol) 2-amino-4-(1-ethoxy-vinyl)-6-methylsulfanyl-pyrimidine-5-carbonitrile in 16 ml dioxane was added 546 mg (3.38 mmol) sodium 2-pyridin-2-yl-ethanethiolate and the mixture heated at 100° C. for 1 hour. The reaction mixture was then concentrated in vacuo and the residue triturated in ether. The crystals were removed by filtration and the mother liquor concentrated in vacuo. The residue was then recrystallised from ethyl acetate/hexane and the crystals ad... Reactants: CC1=NC=2N(C(=C1)C)N=C(N2)C=O (5,7-dimethyl[1,2,4]triazolo[1,5-a]pyrimidine-2-carbaldehyde), C1(CCCC1)C1(CC(CC(O1)=O)=O)CCC1=CC(=C(C(=C1)CC)O)CC (6-cyclopentyl-6-[2-(3,5-diethyl-4-hydroxyphenyl)ethyl]dihydro-2H-pyran-2,4(3H)-dione). Product: C1(CCCC1)C1(CC(=C(C(O1)=O)CC1=NN2C(N=C(C=C2C)C)=N1)O)CCC1=CC(=C(C(=C1)CC)O)CC (6-cyclopentyl-6-[2-(3,5-diethyl-4-hydroxyphenyl)ethyl]-3-[(5,7-dimethyl[1,2,4]triazolo[1,5-a]pyrimidin-2-yl)methyl]-4-hydroxy-5,6-dihydro-2H-pyran-2-one). As a reaction SMILES: [CH3:1][C:2]1[CH:7]=[C:6]([CH3:8])[N:5]2[N:9]=[C:10]([CH:12]=O)[N:11]=[C:4]2[N:3]=1.[CH:14]1([C:19]2([CH2:27][CH2:28][C:29]3[CH:34]=[C:33]([CH2:35][CH3:36])[C:32]([OH:37])=[C:31]([CH2:38][CH3:39])[CH:30]=3)[O:24][C:23](=[O:25])[CH2:22][C:21](=[O:26])[CH2:20]2)[CH2:18][CH2:17][CH2:16][CH2:15]1>>[CH:14]1([C:19]2([CH2:27][CH2:28][C:29]3[CH:34]=[C:33]([CH2:35][CH3:36])[C:32]([OH:37])=[C:31]([CH2:38][CH3:39])[CH:30]=3)[O:24][C:23](=[O:25])[C:22]([CH2:12][C:10]3[N:11]=[C:4]4[N:3]=[C:2]([CH3:1])[CH:7]=[C:6]([CH3:8])[N:5]4[N:9]=3)=[C:21]([OH:26])[CH2:20]2)[CH2:18][CH2:17][CH2:16][CH2:15]1. Procedure details: The title compound was prepared analogously to Example A(224) where 5,7-dimethyl[1,2,4]triazolo[1,5-a]pyrimidine-2-carbaldehyde was used in place of 6-methyl-[1,2,4]triazolo[1,5-a]pyrimidine-2-carbaldehyde and 6-cyclopentyl-6-[2-(3,5-diethyl-4-hydroxyphenyl)ethyl]dihydro-2H-pyran-2,4(3H)-dione (Example A(235)) was used in place of 6-cyclopentyl-6-{2-[4-hydroxy-3-(2,2,2-trifluoroethyl)phenyl]ethyl}dihydro-2H-pyran-2,4(3H)-dione in that example. 1H NMR (DMSO): δ 1.15 (t, J=7.54 Hz, 6H), 1.30–1.80 ...